This data is from the Open Reaction Database (ORD), a public repository of structured organic reaction records. The task is: describe an organic reaction: reactants, conditions, products, and yield Starting materials: N#CCNC(=O)C1CCCCC1CO, CC#N, Cc1ccc(S(=O)(=O)Cl)cc1, c1ccncc1. The product is Cc1ccc(S(=O)(=O)OCC2CCCCC2C(=O)NCC#N)cc1. Reaction SMILES: [C:1](#[N:2])[CH2:3][NH:4][C:5](=[O:6])[CH:7]1[CH:8]([CH2:13][OH:14])[CH2:9][CH2:10][CH2:11][CH2:12]1.[CH3:32][C:33]#[N:34].[c:15]1([CH3:25])[cH:16][cH:17][c:18]([S:21](=[O:22])(=[O:23])[Cl:24])[cH:19][cH:20]1.[cH:26]1[cH:27][cH:28][n:29][cH:30][cH:31]1>>[C:1](#[N:2])[CH2:3][NH:4][C:5](=[O:6])[CH:7]1[CH:8]([CH2:13][O:14][S:21]([c:18]2[cH:17][cH:16][c:15]([CH3:25])[cH:20][cH:19]2)(=[O:22])=[O:23])[CH2:9][CH2:10][CH2:11][CH2:12]1. The reactants are C([O-])([O-])=O.[K+].[K+] (potassium carbonate), [N-]=[N+]=[N-].[Na+] (sodium azide), COC1=C(C=C(C=C1)OC(F)(F)F)CO ((2-methoxy-5-trifluoromethoxy-phenyl)-methanol), S(=O)(Cl)Cl (thionyl chloride). The solvent is CS(=O)C (DMSO), CN(C)C=O (DMF), O (water). Reaction conditions: time 2 hour. Product: N(=[N+]=[N-])CC1=C(C=CC(=C1)OC(F)(F)F)OC (2-Azidomethyl-1-methoxy-4-trifluoromethoxy-benzene). The yield is 95.5%. Reaction SMILES: [CH3:1][O:2][C:3]1[CH:8]=[CH:7][C:6]([O:9][C:10]([F:13])([F:12])[F:11])=[CH:5][C:4]=1[CH2:14]O.S(Cl)(Cl)=O.C(=O)([O-])[O-].[K+].[K+].[N-:26]=[N+:27]=[N-:28].[Na+]>CN(C=O)C.O.CS(C)=O>[N:26]([CH2:14][C:4]1[CH:5]=[C:6]([O:9][C:10]([F:13])([F:12])[F:11])[CH:7]=[CH:8][C:3]=1[O:2][CH3:1])=[N+:27]=[N-:28] |f:2.3.4,5.6|. Procedure: Dissolve (2-methoxy-5-trifluoromethoxy-phenyl)-methanol (4.49 g, 20.2 mmol) in DMF (40 mL) and treat with thionyl chloride (1.65 g, 22.6 mmol). Stir at RT for 2 h, then treat with potassium carbonate (5.57 g, 40.3 mmol), sodium azide (2.35 g, 36.1 mmol), and DMSO (40 mL). Stir the resulting mixture at RT overnight, then pour into water (100 mL) and extract with ether (3×100 mL). Combine the organic phases and wash with water (2×100 mL) and brine (100 mL). Dry the organic layer (MgSO4), filter, a... Starting materials: C(C1=CC=CC=C1)N1C2=NC(=NC(=C2N=C1)N)Cl (9-benzyl-2-chloro-9H-purin-6-ylamine), [O-]S(=O)(=S)[O-].[Na+].[Na+] (Na2S2O3), C(C)(=O)[O-].[Na+] (sodium acetate), BrBr (bromine), [OH-].[Na+] (NaOH). The solvent is C(C)(=O)O (acetic acid). Conditions: temperature 70 celsius. Product: C(C1=CC=CC=C1)N1C2=NC(=NC(=C2N=C1Br)N)Cl (9-benzyl-8-bromo-2-chloro-9H-purin-6-ylamine). The yield is 84.0%. Reaction SMILES: [CH2:1]([N:8]1[CH:16]=[N:15][C:14]2[C:9]1=[N:10][C:11]([Cl:18])=[N:12][C:13]=2[NH2:17])[C:2]1[CH:7]=[CH:6][CH:5]=[CH:4][CH:3]=1.C([O-])(=O)C.[Na+].[Br:24]Br.[O-]S([O-])(=S)=O.[Na+].[Na+].[OH-].[Na+]>C(O)(=O)C>[CH2:1]([N:8]1[C:16]([Br:24])=[N:15][C:14]2[C:9]1=[N:10][C:11]([Cl:18])=[N:12][C:13]=2[NH2:17])[C:2]1[CH:3]=[CH:4][CH:5]=[CH:6][CH:7]=1 |f:1.2,4.5.6,7.8|. Procedure details: The product from Step 2 (3 g, 11.6 mmol) was suspended in acetic acid (50 mL) and sodium acetate (1.4 g, 17.3 mmol) and the mixture cooled in an ice bath while bromine (3.6 mL, 69.3 mmol) was added dropwise. After the addition was complete, the mixture was heated at 70° C. under a nitrogen atmosphere for 5 h and then allowed to cool to room temperature. The mixture was poured onto 50 mL of a 10% aqueous Na2S2O3 solution, and the whole reduced in vacuo to approximately 10 mL and then neutralized ... Reactants: N1=C(C=CC=C1)N1CCNCC1 (1-(2-pyridyl)piperazine), ClCCCC1=NOC2=C1C=CC(=C2)F (3-(3-chloropropyl)-6-fluoro-1,2-benzisoxazole), C([O-])(O)=O.[Na+] (sodium bicarbonate), [I-].[K+] (potassium iodide). The solvent is CN(C=O)C (dimethylformamide). Reaction conditions: temperature 100 celsius. The product is Cl.Cl.FC1=CC2=C(C(=NO2)CCCN2CCN(CC2)C2=NC=CC=C2)C=C1 (1-[3-(6-Fluoro-1,2-benzisoxazol-3-yl)propyl]-4-(2-pyridyl)piperazine dihydrochloride). Isolated yield 91.2%. As a reaction SMILES: [N:1]1[CH:6]=[CH:5][CH:4]=[CH:3][C:2]=1[N:7]1[CH2:12][CH2:11][NH:10][CH2:9][CH2:8]1.[Cl:13][CH2:14][CH2:15][CH2:16][C:17]1[C:21]2[CH:22]=[CH:23][C:24]([F:26])=[CH:25][C:20]=2[O:19][N:18]=1.C(=O)(O)[O-].[Na+].[I-].[K+]>CN(C)C=O>[ClH:13].[ClH:13].[F:26][C:24]1[CH:23]=[CH:22][C:21]2[C:17]([CH2:16][CH2:15][CH2:14][N:10]3[CH2:9][CH2:8][N:7]([C:2]4[CH:3]=[CH:4][CH:5]=[CH:6][N:1]=4)[CH2:12][CH2:11]3)=[N:18][O:19][C:20]=2[CH:25]=1 |f:2.3,4.5,7.8.9|. Procedure details: To 30 ml of dry dimethylformamide was added 2.45 g of 1-(2-pyridyl)piperazine, 3.4 g of 3-(3-chloropropyl)-6-fluoro-1,2-benzisoxazole, 8.0 g of sodium bicarbonate, and a few crystals of potassium iodide. The mixture was stirred at 100° C. for one and one-half hrs, filtered, the filtrate was evaporated to an oil. The oil was stirred with 100 ml water for five mins and extracted with ether. The ether extract was washed with water (2×), saturated sodium chloride and dried over anhydrous magnesium s... Solvent: CC#N (MeCN). Run at temperature 120 celsius. The product is C(CCC)N1C(N(C(C=2NC(=NC12)Cl)=O)CC)=O (3-Butyl-8-chloro-1-ethyl-3,7-dihydro-1H-purine-2,6-dione). The reactants are C(CCC)N1C(N(C(C=2NC=NC12)=O)CC)=O (3-Butyl-1-ethyl-3,7-dihydro-1H-purine-2,6-dione), C1CC(=O)N(C1=O)Cl (NCS). As a reaction SMILES: [CH2:1]([N:5]1[C:13]2[N:12]=[CH:11][NH:10][C:9]=2[C:8](=[O:14])[N:7]([CH2:15][CH3:16])[C:6]1=[O:17])[CH2:2][CH2:3][CH3:4].C1C(=O)N([Cl:25])C(=O)C1>CC#N>[CH2:1]([N:5]1[C:13]2[N:12]=[C:11]([Cl:25])[NH:10][C:9]=2[C:8](=[O:14])[N:7]([CH2:15][CH3:16])[C:6]1=[O:17])[CH2:2][CH2:3][CH3:4]. Procedure: 3-Butyl-1-ethyl-3,7-dihydro-1H-purine-2,6-dione (100 mg, 0.42 mmol) and NCS (56 mg, 0.42 mmol) were suspended in MeCN (5 mL) and heated at 120° C. under microwave irradiation. The reaction mixture was concentrated under reduced pressure and the title compound isolated using HPLC. [HPLC conditions used for the purification: 23 minute run time. Solvents: 0.1% TFA in MeCN and 0.1% TFA in water. MeCN increased from 5% to 95% linearly over 15 minutes. Held at 95% for 2 min. Then decreased to 5% linea...